Dataset: the Open Reaction Database (ORD), a public repository of structured organic reaction records. Task: describe an organic reaction: reactants, conditions, products, and yield The reactants are Cc1ccc([Mg]Br)cc1 (effective_coupling_partner), COc2ccc1CCCCc1c2 (substrate). The reagents and catalysts are PMe3. Run at temperature 60 celsius, time 15 hour. Yields the product Cc3ccc(c2ccc1CCCCc1c2)cc3. Reactants: N#CN (cyanamide), N(=C=S)C1=CC=C(C=C1)N1CCN(CC1)CC1CC1 (1-(4-Isothiocyanatophenyl)-4-(1-cyclopropylmethyl)piperazine), BrCC(=O)C1=CC(=C(C=C1)O)F (2-bromo-1-(3-fluoro-4-hydroxyphenyl)ethanone). Product: NC=1N=C(SC1C(=O)C1=CC(=C(C=C1)O)F)NC1=CC=C(C=C1)N1CCN(CC1)CC1CC1 ({4-Amino-2-[4-(4-cyclopropylmethyl-piperazin-1-yl)-phenylamino]-thiazol-5-yl}-(3-fluoro-4-hydroxy-phenyl)-methanone). RXN SMILES: [N:1]#[C:2][NH2:3].[N:4]([C:7]1[CH:12]=[CH:11][C:10]([N:13]2[CH2:18][CH2:17][N:16]([CH2:19][CH:20]3[CH2:22][CH2:21]3)[CH2:15][CH2:14]2)=[CH:9][CH:8]=1)=[C:5]=[S:6].Br[CH2:24][C:25]([C:27]1[CH:32]=[CH:31][C:30]([OH:33])=[C:29]([F:34])[CH:28]=1)=[O:26]>>[NH2:1][C:2]1[N:3]=[C:5]([NH:4][C:7]2[CH:8]=[CH:9][C:10]([N:13]3[CH2:14][CH2:15][N:16]([CH2:19][CH:20]4[CH2:22][CH2:21]4)[CH2:17][CH2:18]3)=[CH:11][CH:12]=2)[S:6][C:24]=1[C:25]([C:27]1[CH:32]=[CH:31][C:30]([OH:33])=[C:29]([F:34])[CH:28]=1)=[O:26]. Procedure details: This compound was prepared from cyanamide, 1-(4-isothiocyanatophenyl)-4-cyclopropylmethylpiperazine (of Example 14G) and 2-bromo-1-(3-fluoro-4-hydroxyphenyl)ethanone (of Example 14M) following the procedure used in Example 24. Mass spectrum (ES) MH+=468. Yield: 100.0%. As a reaction SMILES: [F:1][C:2]1[CH:10]=[CH:9][C:5]([C:6](O)=[O:7])=[CH:4][C:3]=1[CH3:11].S(Cl)([Cl:14])=O>>[F:1][C:2]1[CH:10]=[CH:9][C:5]([C:6]([Cl:14])=[O:7])=[CH:4][C:3]=1[CH3:11]. Starting materials: FC1=C(C=C(C(=O)O)C=C1)C (4-fluoro-3-methyl-benzoic acid), S(=O)(Cl)Cl (thionylchloride). The product is FC1=C(C=C(C(=O)Cl)C=C1)C (4-Fluoro-3-methyl-benzoyl chloride). Reported procedure: 10 g 4-fluoro-3-methyl-benzoic acid in 150 g thionylchloride was refluxed 1 h. The reaction was evaporated to give 11.2 g desired product. The reactants are C(C(=O)Cl)(=O)Cl (oxalyl chloride), ClC=1C=C(N)C=CC1Cl (3,4-dichloroaniline), [N+](=O)([O-])C=1C=C(C(=O)O)C=CC1OC (3-nitro-4-methoxybenzoic acid), CN(C=O)C (dimethylformamide). Yields the product NC=1C=C(C(=O)NC2=CC(=C(C=C2)Cl)Cl)C=CC1OC (3-Amino-4-methoxy-N-(3,4-dichlorophenyl)-benzamide). Yield: 68.5%. As a reaction SMILES: C(Cl)(=O)C(Cl)=O.[N+:7]([C:10]1[CH:11]=[C:12]([CH:16]=[CH:17][C:18]=1[O:19][CH3:20])[C:13]([OH:15])=O)([O-])=O.CN(C)C=O.[Cl:26][C:27]1[CH:28]=[C:29]([CH:31]=[CH:32][C:33]=1[Cl:34])[NH2:30]>>[NH2:7][C:10]1[CH:11]=[C:12]([CH:16]=[CH:17][C:18]=1[O:19][CH3:20])[C:13]([NH:30][C:29]1[CH:31]=[CH:32][C:33]([Cl:34])=[C:27]([Cl:26])[CH:28]=1)=[O:15]. Procedure: Prepared according to the procedure described for Example 1 using oxalyl chloride (5.0 mL, 57.31 mmol), 3-nitro-4-methoxybenzoic acid (5.04 g, 25.56 mmol), dimethylformamide (0.5 mL, 6.46 mmol), and 3,4-dichloroaniline (8.3 g, 51 mmol) to afford the product (5.45 g); m.p. 179-182° C. Reactants: C, COC(=O)c1cc2c3c(cc(OCc4ccccc4)c2[nH]1)N(C(=O)OC(C)(C)C)CC3CCl, O=C[O-], [NH4+], C1CCOC1, [Pd]. Product: COC(=O)c1cc2c3c(cc(O)c2[nH]1)N(C(=O)OC(C)(C)C)CC3CCl. Reaction SMILES: [C:43].[CH2:1]([c:2]1[cH:3][cH:4][cH:5][cH:6][cH:7]1)[O:8][c:9]1[cH:10][c:11]2[c:12]([c:13]3[cH:14][c:15]([C:18](=[O:19])[O:20][CH3:21])[nH:16][c:17]13)[CH:22]([CH2:32][Cl:33])[CH2:23][N:24]2[C:25](=[O:26])[O:27][C:28]([CH3:29])([CH3:30])[CH3:31].[CH:34]([O-:35])=[O:36].[NH4+:37].[O:38]1[CH2:39][CH2:40][CH2:41][CH2:42]1.[Pd:44]>>[OH:8][c:9]1[cH:10][c:11]2[c:12]([c:13]3[cH:14][c:15]([C:18](=[O:19])[O:20][CH3:21])[nH:16][c:17]13)[CH:22]([CH2:32][Cl:33])[CH2:23][N:24]2[C:25](=[O:26])[O:27][C:28]([CH3:29])([CH3:30])[CH3:31]. The reactants are [BH4-], [Na+], CC(=O)c1cccc(Oc2ccccc2)c1. Product: CC(O)c1cccc(Oc2ccccc2)c1. RXN SMILES: [BH4-:17].[Na+:18].[O:1]([c:2]1[cH:3][cH:4][cH:5][cH:6][cH:7]1)[c:8]1[cH:9][c:10]([C:14]([CH3:15])=[O:16])[cH:11][cH:12][cH:13]1>>[O:1]([c:2]1[cH:3][cH:4][cH:5][cH:6][cH:7]1)[c:8]1[cH:9][c:10]([CH:14]([CH3:15])[OH:16])[cH:11][cH:12][cH:13]1. Reactants: C(O)([O-])=O.[Na+] (sodium hydrogencarbonate), COC=1C=C(C=C(C1)S(F)(F)(F)(F)F)C(C)=O (1-[3-Methoxy-5-(pentafluorosulfanyl)phenyl]ethanone), O (water), [Br-].[Br-].[Br-].C1(=CC=CC=C1)[N+](C)(C)C.C1(=CC=CC=C1)[N+](C)(C)C.C1(=CC=CC=C1)[N+](C)(C)C (phenyltrimethylammonium tribromide). Run in C1CCOC1 (THF). The product is BrCC(=O)C1=CC(=CC(=C1)S(F)(F)(F)(F)F)OC (2-Bromo-1-[3-methoxy-5-(pentafluorosulfanyl)phenyl]ethanone). Isolated yield 105.4%. Reaction SMILES: [CH3:1][O:2][C:3]1[CH:4]=[C:5]([C:15](=[O:17])[CH3:16])[CH:6]=[C:7]([S:9]([F:14])([F:13])([F:12])([F:11])[F:10])[CH:8]=1.[Br-:18].[Br-].[Br-].C1([N+](C)(C)C)C=CC=CC=1.C1([N+](C)(C)C)C=CC=CC=1.C1([N+](C)(C)C)C=CC=CC=1.O.C(=O)([O-])O.[Na+]>C1COCC1>[Br:18][CH2:16][C:15]([C:5]1[CH:6]=[C:7]([S:9]([F:10])([F:11])([F:12])([F:13])[F:14])[CH:8]=[C:3]([O:2][CH3:1])[CH:4]=1)=[O:17] |f:1.2.3.4.5.6,8.9|. Procedure details: 1-[3-Methoxy-5-(pentafluorosulfanyl)phenyl]ethanone (O2.007; 1.63 g) was dissolved in THF (150 ml), and phenyltrimethylammonium tribromide (2.2 g) was added at RT while stirring. After stirring at RT for 2 h, the mixture was admixed with water, neutralized with sodium hydrogencarbonate solution and extracted three times with EA. The alkaline water phase was extracted 3× with EA. The combined organic phases were dried over magnesium sulfate and, after the desiccant had been filtered off, dried un... Yields the product ClCC(CC(=O)OCCSC)=O (methylthioethyl 4-chloroacetoacetate). Procedure: In 1.26 liters of methylene chloride was dissolved 420 g (5.0 moles) of diketene. The solution was cooled at -30° to -35° C. and 354 g (4.99 moles) of chlorine gas was bubbled into the solution for about an hour to prepare a 4-chloroacetoacetyl chloride solution. 244 ml of this solution (4-chloroacetoacetyl chloride: 109.2 g, 0.705 mole) was cooled to -30° to -40° C. and a solution of 50 g (0.543 mole) of methylthioethanol and 43 g (0.543 mole) of pyridine in 85 ml of methylene chloride was adde... Reaction SMILES: [CH2:1]=[C:2]1[O:6][C:4](=[O:5])[CH2:3]1.ClCl.[Cl:9][CH2:10][C:11](=[O:16])CC(Cl)=O.[CH3:17][S:18]C(O)C.N1C=CC=CC=1>C(Cl)Cl.O>[Cl:9][CH2:10][C:11](=[O:16])[CH2:3][C:4]([O:6][CH2:2][CH2:1][S:18][CH3:17])=[O:5]. Conditions: time 30 minute. Starting materials: CSC(C)O (methylthioethanol), N1=CC=CC=C1 (pyridine), solution, ClCl (chlorine), ClCC(CC(=O)Cl)=O (4-chloroacetoacetyl chloride), C=C1CC(=O)O1 (diketene). The solvent is C(Cl)Cl (methylene chloride), C(Cl)Cl (methylene chloride), O (water), C(Cl)Cl (methylene chloride). As a reaction SMILES: [CH3:17][N:18]([CH3:19])[CH:20]=[O:21].[CH3:1][O:2][C:3](=[O:4])[c:5]1[nH:6][cH:7][cH:8][cH:9]1.[CH3:22][C:23]#[N:24].[Cl:10][S:11](=[O:13])([N:14]=[C:15]=[O:12])=[O:16]>>[CH3:1][O:2][C:3](=[O:4])[c:5]1[nH:6][cH:7][c:8]([C:15]#[N:14])[cH:9]1. The reactants are CN(C)C=O, COC(=O)c1ccc[nH]1, CC#N, O=C=NS(=O)(=O)Cl. Product: COC(=O)c1cc(C#N)c[nH]1.